This data is from the Open Reaction Database (ORD), a public repository of structured organic reaction records. The task is: describe an organic reaction: reactants, conditions, products, and yield Reactants: CN(C)c1ccncc1, O=C(Cl)C1CC1, COC(=O)c1cccc(Oc2ccc3nc(N)oc3c2)c1, c1ccncc1. Yields the product COC(=O)c1cccc(Oc2ccc3nc(NC(=O)C4CC4)oc3c2)c1. Reaction SMILES: [CH3:34][N:35]([CH3:36])[c:37]1[cH:38][cH:39][n:40][cH:41][cH:42]1.[CH:22]1([C:25](=[O:26])[Cl:27])[CH2:23][CH2:24]1.[NH2:1][c:2]1[o:3][c:4]2[c:5]([n:6]1)[cH:7][cH:8][c:9]([O:11][c:12]1[cH:13][c:14]([C:15](=[O:16])[O:17][CH3:18])[cH:19][cH:20][cH:21]1)[cH:10]2.[cH:28]1[cH:29][cH:30][n:31][cH:32][cH:33]1>>[NH:1]([c:2]1[o:3][c:4]2[c:5]([n:6]1)[cH:7][cH:8][c:9]([O:11][c:12]1[cH:13][c:14]([C:15](=[O:16])[O:17][CH3:18])[cH:19][cH:20][cH:21]1)[cH:10]2)[C:25]([CH:22]1[CH2:23][CH2:24]1)=[O:26]. Starting materials: COc1cc(-c2noc(C)n2)c(C=O)cc1OCc1ccccc1, CS(C)=O, CC#N, [O-][Cl+][O-], [Na+], O, O=S(=O)(O)O. Yields the product COc1cc(-c2noc(C)n2)c(C(=O)O)cc1OCc1ccccc1. Reaction SMILES: [CH2:1]([c:2]1[cH:3][cH:4][cH:5][cH:6][cH:7]1)[O:8][c:9]1[c:10]([O:23][CH3:24])[cH:11][c:12](-[c:17]2[n:18][o:19][c:20]([CH3:22])[n:21]2)[c:13]([CH:14]=[O:15])[cH:16]1.[CH3:25][S:26]([CH3:27])=[O:28].[CH3:39][C:40]#[N:41].[Cl+:34]([O-:35])[O-:36].[Na+:37].[OH2:38].[S:29](=[O:30])(=[O:31])([OH:32])[OH:33]>>[CH2:1]([c:2]1[cH:3][cH:4][cH:5][cH:6][cH:7]1)[O:8][c:9]1[c:10]([O:23][CH3:24])[cH:11][c:12](-[c:17]2[n:18][o:19][c:20]([CH3:22])[n:21]2)[c:13]([C:14](=[O:15])[OH:28])[cH:16]1.